From a dataset of the Open Reaction Database (ORD), a public repository of structured organic reaction records. describe an organic reaction: reactants, conditions, products, and yield Product: C(C)(C)(C)NS(=O)(=O)CCC[C@@H](C)O ((R)-N-t-butyl-4-hydroxy-1-pentanesulfonamide). Procedure details: A solution of 2.0 M lithium diisopropylamide in heptane/tetrahydrofuran/ethylbenzene (100 ml) was slowly added dropwise to a solution of N-t-butylmethanesulfonamide (15.1 g) in tetrahydrofuran (100 ml) under nitrogen atmosphere taking about 1 hour at −50 to −20° C. After stirring for 1 hour at 0° C. and cooling to −50° C., (R)-1-methyloxethane (8.51 g) was added dropwise thereto. After stirring for 5 days at room temperature, the solution was extracted with water and ethyl acetate. The organic l... As a reaction SMILES: C([N-]C(C)C)(C)C.[Li+].[C:9]([NH:13][S:14]([CH3:17])(=[O:16])=[O:15])([CH3:12])([CH3:11])[CH3:10].C(Cl)(Cl)Cl.[CH3:22][CH2:23][CH2:24][CH2:25]CCC.[O:29]1CCCC1.C(C1C=CC=CC=1)C>O1CCCC1>[C:9]([NH:13][S:14]([CH2:17][CH2:22][CH2:23][C@H:24]([OH:29])[CH3:25])(=[O:16])=[O:15])([CH3:12])([CH3:11])[CH3:10] |f:0.1,4.5.6|. Solvent: O1CCCC1 (tetrahydrofuran). Reactants: C(Cl)(Cl)Cl (chloroform), C(C)(C)[N-]C(C)C.[Li+] (lithium diisopropylamide), C(C)(C)(C)NS(=O)(=O)C (N-t-butylmethanesulfonamide), CCCCCCC.O1CCCC1.C(C)C1=CC=CC=C1 (heptane tetrahydrofuran ethylbenzene). Conditions: temperature 0 celsius, time 1 hour. Reactants: C(=NC1CCCCC1)=NC1CCCCC1, NN, C1CCOC1, O, O=c1ccccn1O, O=C(O)c1ccc(O)c(O)c1. The product is NNC(=O)c1ccc(O)c(O)c1. Reaction SMILES: [CH:23]1([N:24]=[C:25]=[N:26][CH:27]2[CH2:28][CH2:29][CH2:30][CH2:31][CH2:32]2)[CH2:33][CH2:34][CH2:35][CH2:36][CH2:37]1.[NH2:13][NH2:14].[O:38]1[CH2:39][CH2:40][CH2:41][CH2:42]1.[OH2:12].[OH:15][n:16]1[cH:17][cH:18][cH:19][cH:20][c:21]1=[O:22].[OH:1][C:2](=[O:3])[c:4]1[cH:5][cH:6][c:7]([OH:8])[c:9]([OH:10])[cH:11]1>>[O:1]=[C:2]([c:4]1[cH:5][cH:6][c:7]([OH:8])[c:9]([OH:10])[cH:11]1)[NH:13][NH2:14]. Starting materials: CC(C)(C)c1nc(C2CC2)cc(N2CCN(CCCCl)CC2)n1, Cc1nnc(S)n1C, CN(C)C=O, [I-], [Li+], [Na+], [OH-]. The product is Cc1nnc(SCCCN2CCN(c3cc(C4CC4)nc(C(C)(C)C)n3)CC2)n1C, Cl. Reaction SMILES: [C:13]([CH3:14])([CH3:15])([CH3:16])[c:17]1[n:18][c:19]([CH:33]2[CH2:34][CH2:35]2)[cH:20][c:21]([N:23]2[CH2:24][CH2:25][N:26]([CH2:29][CH2:30][CH2:31][Cl:32])[CH2:27][CH2:28]2)[n:22]1.[CH3:1][n:2]1[c:3]([SH:8])[n:4][n:5][c:6]1[CH3:7].[CH3:36][N:37]([CH3:38])[CH:39]=[O:40].[I-:12].[Li+:9].[Na+:11].[OH-:10]>>[CH3:1][n:2]1[c:3]([S:8][CH2:31][CH2:30][CH2:29][N:26]2[CH2:25][CH2:24][N:23]([c:21]3[cH:20][c:19]([CH:33]4[CH2:34][CH2:35]4)[n:18][c:17]([C:13]([CH3:14])([CH3:15])[CH3:16])[n:22]3)[CH2:28][CH2:27]2)[n:4][n:5][c:6]1[CH3:7].[ClH:32].